Dataset: the Open Reaction Database (ORD), a public repository of structured organic reaction records. Task: describe an organic reaction: reactants, conditions, products, and yield Starting materials: C=Cc1ccc(Br)cc1, CC(C)(C)OC(N)=O, CCCO, [Na+], [Na+], [Na+], [OH-], O=S([O-])[O-]. Yields the product CC(C)(C)OC(=O)NC(CO)c1ccc(Br)cc1. RXN SMILES: [Br:11][c:12]1[cH:13][cH:14][c:15]([CH:18]=[CH2:19])[cH:16][cH:17]1.[C:1]([NH2:2])([O:3][C:4]([CH3:5])([CH3:6])[CH3:7])=[O:8].[CH2:26]([OH:27])[CH2:28][CH3:29].[Na+:10].[Na+:24].[Na+:25].[OH-:9].[S:20](=[O:21])([O-:22])[O-:23]>>[C:1]([NH:2][CH:18]([c:15]1[cH:14][cH:13][c:12]([Br:11])[cH:17][cH:16]1)[CH2:19][OH:21])([O:3][C:4]([CH3:5])([CH3:6])[CH3:7])=[O:8].